From a dataset of the Open Reaction Database (ORD), a public repository of structured organic reaction records. describe an organic reaction: reactants, conditions, products, and yield The reactants are NC1=C(C(=O)OCC)C=CC=N1 (Ethyl 2-aminonicotinate), O(C1=CC=CC=C1)C=1C=C(C=CC1)CC(=O)Cl (3-phenoxyphenylacetyl chloride). Run in N1=CC=CC=C1 (pyridine). Conditions: temperature 130 celsius, time 3 hour. Yields the product O(C1=CC=CC=C1)C=1C=C(C=CC1)CC(=O)NC1=C(C(=O)OCC)C=CC=N1 (Ethyl 2-(3-Phenoxyphenylacetamido)nicotinate). Reaction SMILES: [NH2:1][C:2]1[N:12]=[CH:11][CH:10]=[CH:9][C:3]=1[C:4]([O:6][CH2:7][CH3:8])=[O:5].[O:13]([C:20]1[CH:21]=[C:22]([CH2:26][C:27](Cl)=[O:28])[CH:23]=[CH:24][CH:25]=1)[C:14]1[CH:19]=[CH:18][CH:17]=[CH:16][CH:15]=1>N1C=CC=CC=1>[O:13]([C:20]1[CH:21]=[C:22]([CH2:26][C:27]([NH:1][C:2]2[N:12]=[CH:11][CH:10]=[CH:9][C:3]=2[C:4]([O:6][CH2:7][CH3:8])=[O:5])=[O:28])[CH:23]=[CH:24][CH:25]=1)[C:14]1[CH:15]=[CH:16][CH:17]=[CH:18][CH:19]=1. Reported procedure: Ethyl 2-aminonicotinate (121, Example 4) (367.3 mg, 2.238 mmol) was added to 3-phenoxyphenylacetyl chloride (1.0 g, 4.4 mmol) in a 10 mL round-bottom flask. A stir bar and pyridine (2.0 mL, distilled) were added and the mixture heated to reflux (130° C., oil bath) under nitrogen with stirring for 3 h, then cooled to room temperature. The reaction mixture was quenched with water (10 mL) and extracted with chloroform (3×15 mL). The combined organic extracts were washed with sat. NaHCO3 (3×10 mL) a... The reactants are C(C)(C)(C)OC(NC1=C(C=C(C(=C1)N(C)C1CC1)C(F)(F)F)NC(CC(=O)C1=CC(=NC=C1)C#N)=O)=O ([2-[3-(2-cyano-pyridin-4-yl)-3-oxo-propionylamino]-5-(cyclopropyl-methyl-amino)-4-trifluoromethyl-phenyl]-carbamic acid tert.-butyl ester), C(=O)(C(F)(F)F)O (TFA). The solvent is C(Cl)Cl (CH2Cl2). Yields the product C1(CC1)N(C=1C(=CC2=C(N=C(CC(N2)=O)C2=CC(=NC=C2)C#N)C1)C(F)(F)F)C (4-[8-(Cyclopropyl-methyl-amino)-4-oxo-7-trifluoromethyl-4,5-dihydro-3H-benzo[b][1,4]diazepin-2-yl]-pyridine-2-carbonitrile), solid. RXN SMILES: C(OC(=O)[NH:7][C:8]1[CH:13]=[C:12]([N:14]([CH:16]2[CH2:18][CH2:17]2)[CH3:15])[C:11]([C:19]([F:22])([F:21])[F:20])=[CH:10][C:9]=1[NH:23][C:24](=[O:36])[CH2:25][C:26]([C:28]1[CH:33]=[CH:32][N:31]=[C:30]([C:34]#[N:35])[CH:29]=1)=O)(C)(C)C.C(O)(C(F)(F)F)=O>C(Cl)Cl>[CH:16]1([N:14]([CH3:15])[C:12]2[C:11]([C:19]([F:22])([F:21])[F:20])=[CH:10][C:9]3[NH:23][C:24](=[O:36])[CH2:25][C:26]([C:28]4[CH:33]=[CH:32][N:31]=[C:30]([C:34]#[N:35])[CH:29]=4)=[N:7][C:8]=3[CH:13]=2)[CH2:18][CH2:17]1. Reported procedure: The title compound was prepared from [2-[3-(2-cyano-pyridin-4-yl)-3-oxo-propionylamino]-5-(cyclopropyl-methyl-amino)-4-trifluoromethyl-phenyl]-carbamic acid tert.-butyl ester (Example M70) (215 mg, 0.42 mmol) by treatment with TFA in CH2Cl2 according to the general procedure N. Obtained as a yellow solid (87 mg). Starting materials: C1(=CC=CC=C1)P(C1=CC=CC=C1)C1=CC=CC=C1 (triphenylphosphine), CC1(C2CC=C(C1C2)CO)C (6,6-dimethylbicyclo[3.1.1]hept-2-ene-2-methanol), C(Cl)(Cl)(Cl)Cl (carbon tetrachloride). The product is ClCC=1C2C(C(CC1)C2)(C)C (2-chloromethyl-6,6-dimethylbicyclo[3.1.1]hept-2-ene). Reaction SMILES: C1(P(C2C=CC=CC=2)C2C=CC=CC=2)C=CC=CC=1.[CH3:20][C:21]1([CH3:30])[CH:26]2[CH2:27][CH:22]1[CH2:23][CH:24]=[C:25]2[CH2:28]O.C(Cl)(Cl)(Cl)[Cl:32]>>[Cl:32][CH2:28][C:25]1[CH:26]2[CH2:27][CH:22]([CH2:23][CH:24]=1)[C:21]2([CH3:30])[CH3:20]. Procedure: A mixture of triphenylphosphine (7.87 g, 0.03 mol) and 6,6-dimethylbicyclo[3.1.1]hept-2-ene-2-methanol (3.04 g, 0.02 mol) in dry carbon tetrachloride (14.0 ml) was stirred and heated at 60° for 4.0 h. After cooling, the reaction mixture was filtered, and the filtrate was concentrated under reduced pressure to afford a semi crystalline mass. This residue was triturated with n-pentane (30 ml), and the mixture was filtered. The filtrate was concentrated under reduced pressure, and the resulting oil... Run at time 1.5 hour. Procedure: To a stirred solution of 2-4 (1.8 g, 5.8 mmol), sudan III (10 mg) and CH2Cl2 (150 mL) at −78° C. under argon was bubbled ozone until the red solution changed to yellow-orange. The solution was purged with argon for 30 minutes. PPh3 (2.26 g, 8.7 mmol) was added followed by the removal of the cooling bath. After 1.5 h, the reaction was concentrated. Flash chromatography (silica, 20%-50% EtOAc/hexanes) gave 2-5 as a yellow solid. Solvent: C(Cl)Cl (CH2Cl2). Reactants: CC1(OCCO1)CCCC(C(=O)N1C(OCC1)=O)CCC=C (3-(2-[3-(2-Methyl-[1,3]dioxolan-2-yl)-propyl]-hex-5-enoyl)-oxazolidin-2-one), sudan III, O=[O+][O-] (ozone), C1=CC=C(C=C1)P(C2=CC=CC=C2)C3=CC=CC=C3 (PPh3). Reaction SMILES: [CH3:1][C:2]1([CH2:7][CH2:8][CH2:9][CH:10]([CH2:19][CH2:20][CH:21]=C)[C:11]([N:13]2[CH2:17][CH2:16][O:15][C:14]2=[O:18])=[O:12])[O:6][CH2:5][CH2:4][O:3]1.[O:23]=[O+][O-].C1C=CC(P(C2C=CC=CC=2)C2C=CC=CC=2)=CC=1>C(Cl)Cl>[CH3:1][C:2]1([CH2:7][CH2:8][CH2:9][CH:10]([C:11]([N:13]2[CH2:17][CH2:16][O:15][C:14]2=[O:18])=[O:12])[CH2:19][CH2:20][CH:21]=[O:23])[O:3][CH2:4][CH2:5][O:6]1. Yield: 20.0%. The product is EtOAc hexanes, CC1(OCCO1)CCCC(CCC=O)C(=O)N1C(OCC1)=O (7-(2-Methyl-[1,3]dioxolan-2-yl)-4-(2-oxo-oxazolidine-3-carbonyl)-heptanal). Starting materials: ClCC#CCNC(C(C1=CC=CC=C1)(O)C1CCCCC1)=O (N-(4-chloro-2-butynyl)-2-cyclohexyl-2-hydroxy-2-phenylacetamide), [I-].[Na+] (sodium iodide), CNC (dimethylamine). The solvent is O1CCOCC1 (1,4-dioxane). Reaction conditions: time 8 hour. Product: CN(CC#CCNC(C(C1=CC=CC=C1)(O)C1CCCCC1)=O)C (N-(4-dimethylamino-2-butynyl)-2-cyclohexyl -2-hydroxy-2-phenylacetamide). RXN SMILES: Cl[CH2:2][C:3]#[C:4][CH2:5][NH:6][C:7](=[O:22])[C:8]([CH:16]1[CH2:21][CH2:20][CH2:19][CH2:18][CH2:17]1)([OH:15])[C:9]1[CH:14]=[CH:13][CH:12]=[CH:11][CH:10]=1.[I-].[Na+].[CH3:25][NH:26][CH3:27]>O1CCOCC1>[CH3:25][N:26]([CH3:27])[CH2:2][C:3]#[C:4][CH2:5][NH:6][C:7](=[O:22])[C:8]([CH:16]1[CH2:21][CH2:20][CH2:19][CH2:18][CH2:17]1)([OH:15])[C:9]1[CH:14]=[CH:13][CH:12]=[CH:11][CH:10]=1 |f:1.2|. Procedure: A mixture of N-(4-chloro-2-butynyl)-2-cyclohexyl-2-hydroxy-2-phenylacetamide (0.5 g), sodium iodide (0.1 g), and 50% aqueous dimethylamine (1.5 ml) in 1,4-dioxane (5 ml) was stirred at room temperature overnight. After removal of the solvent, saturated sodium bicarbonate aqueous solution and ethyl acetate were added to the residue. The organic layer was separated, washed with sodium chloride aqueous solution, dried over magnesium sulfate, and evaporated in vacuo. The residue was purified by colu... The reactants are O=C1CCC(=O)N1Br, C1CCOC1, COC(=O)c1ccc(-c2cc(OC)ccc2F)c(CO)c1, c1ccc(P(c2ccccc2)c2ccccc2)cc1. Product: COC(=O)c1ccc(-c2cc(OC)ccc2F)c(CBr)c1. Reaction SMILES: [Br:41][N:42]1[C:43](=[O:44])[CH2:45][CH2:46][C:47]1=[O:48].[CH2:49]1[O:50][CH2:51][CH2:52][CH2:53]1.[F:1][c:2]1[c:3](-[c:10]2[c:11]([CH2:20][OH:21])[cH:12][c:13]([C:16](=[O:17])[O:18][CH3:19])[cH:14][cH:15]2)[cH:4][c:5]([O:8][CH3:9])[cH:6][cH:7]1.[c:22]1([P:23]([c:24]2[cH:25][cH:26][cH:27][cH:28][cH:29]2)[c:30]2[cH:31][cH:32][cH:33][cH:34][cH:35]2)[cH:36][cH:37][cH:38][cH:39][cH:40]1>>[F:1][c:2]1[c:3](-[c:10]2[c:11]([CH2:20][Br:41])[cH:12][c:13]([C:16](=[O:17])[O:18][CH3:19])[cH:14][cH:15]2)[cH:4][c:5]([O:8][CH3:9])[cH:6][cH:7]1. The reactants are CC=1C=C(OC2=CC=C(C=C2)C2=CC=CN3C2=NS(CC3)(=O)=O)C=CC1C (9-[4-(3,4-dimethylphenoxy)phenyl]-3,4-dihydropyrido[2,1-c][1,2,4]thiadiazine 2,2-dioxide). The reagents and catalysts are [Pt](=O)=O (Platinum(IV) oxide). Run in C1CCOC1 (THF), CO (MeOH). Conditions: time 3 hour. The product is CC=1C=C(OC2=CC=C(C=C2)C2CCCN3C2=NS(CC3)(=O)=O)C=CC1C (9-[4-(3,4-dimethylphenoxy)phenyl]-3,4,6,7,8,9-hexahydropyrido[2,1-c][1,2,4]thiadiazine 2,2-dioxide). Isolated yield 75.7%. As a reaction SMILES: [CH3:1][C:2]1[CH:3]=[C:4]([CH:24]=[CH:25][C:26]=1[CH3:27])[O:5][C:6]1[CH:11]=[CH:10][C:9]([C:12]2[C:17]3=[N:18][S:19](=[O:23])(=[O:22])[CH2:20][CH2:21][N:16]3[CH:15]=[CH:14][CH:13]=2)=[CH:8][CH:7]=1>C1COCC1.CO.[Pt](=O)=O>[CH3:1][C:2]1[CH:3]=[C:4]([CH:24]=[CH:25][C:26]=1[CH3:27])[O:5][C:6]1[CH:7]=[CH:8][C:9]([CH:12]2[C:17]3=[N:18][S:19](=[O:22])(=[O:23])[CH2:20][CH2:21][N:16]3[CH2:15][CH2:14][CH2:13]2)=[CH:10][CH:11]=1. Reported procedure: Platinum(IV) oxide (25 mg) was added to a solution of 9-[4-(3,4-dimethylphenoxy)phenyl]-3,4-dihydropyrido[2,1-c][1,2,4]thiadiazine 2,2-dioxide (93.8 mg) in THF (dry) (10 mL) and MeOH (10 mL). The mixture was stirred at room temperature under hydrogen for 3 hr. Activated carbon was added and the insoluble solid was removed by filtration through NH-silica gel/Celite pad (eluted with EtOAc) and the filtrate was concentrated in vacuo. The residue was crystallized from THF/IPE to give the title compo...